From a dataset of the Open Reaction Database (ORD), a public repository of structured organic reaction records. describe an organic reaction: reactants, conditions, products, and yield Reactants: CCOC(=O)C1CN(Cc2ccccc2)CCC1=O, CO, Cl. The product is Cl, CCOC(=O)C1CNCCC1=O. As a reaction SMILES: [CH2:2]([c:3]1[cH:4][cH:5][cH:6][cH:7][cH:8]1)[N:9]1[CH2:10][CH:11]([C:16](=[O:17])[O:18][CH2:19][CH3:20])[C:12](=[O:15])[CH2:13][CH2:14]1.[CH3:21][OH:22].[ClH:1]>>[ClH:1].[NH:9]1[CH2:10][CH:11]([C:16](=[O:17])[O:18][CH2:19][CH3:20])[C:12](=[O:15])[CH2:13][CH2:14]1. Reactants: CS(=O)(=O)[O-], Cl, O=N[O-], Nn1cn[n+](Cc2ccc(Cl)c([N+](=O)[O-])c2)c1, [NH4+], [Na+], [OH-], O, O=[PH2]O. The product is O=[N+]([O-])c1cc(Cn2cncn2)ccc1Cl. RXN SMILES: [CH3:1][S:2]([O-:3])(=[O:4])=[O:5].[ClH:23].[N:27]([O-:28])=[O:29].[NH2:6][n:7]1[cH:8][n:9][n+:10]([CH2:12][c:13]2[cH:14][c:15]([N+:20](=[O:21])[O-:22])[c:16]([Cl:19])[cH:17][cH:18]2)[cH:11]1.[NH4+:31].[Na+:30].[OH-:32].[OH2:33].[PH2:24](=[O:25])[OH:26]>>[n:7]1[cH:8][n:9][n:10]([CH2:12][c:13]2[cH:14][c:15]([N+:20](=[O:21])[O-:22])[c:16]([Cl:19])[cH:17][cH:18]2)[cH:11]1. Reactants: CC(C)(C)[O-], CCO, [Na+], [Na+], [OH-], O, O=C(O)CC(O)(CC(=O)O)C(=O)O, CCOC(=O)C1CCN(C(=O)OC(C)(C)C)CC1c1ccccc1. Yields the product CC(C)(C)OC(=O)N1CCC(C(=O)O)C(c2ccccc2)C1. Reaction SMILES: [CH3:25][C:26]([CH3:27])([O-:28])[CH3:29].[CH3:46][CH2:47][OH:48].[Na+:30].[Na+:32].[OH-:31].[OH2:49].[OH:33][C:34]([CH2:35][C:36]([C:37](=[O:38])[OH:39])([CH2:40][C:41](=[O:42])[OH:43])[OH:44])=[O:45].[c:1]1([CH:7]2[CH2:8][N:9]([C:18](=[O:19])[O:20][C:21]([CH3:22])([CH3:23])[CH3:24])[CH2:10][CH2:11][CH:12]2[C:13](=[O:14])[O:15][CH2:16][CH3:17])[cH:2][cH:3][cH:4][cH:5][cH:6]1>>[c:1]1([CH:7]2[CH2:8][N:9]([C:18](=[O:19])[O:20][C:21]([CH3:22])([CH3:23])[CH3:24])[CH2:10][CH2:11][CH:12]2[C:13](=[O:14])[OH:15])[cH:2][cH:3][cH:4][cH:5][cH:6]1.